describe an organic reaction: reactants, conditions, products, and yield From a dataset of the Open Reaction Database (ORD), a public repository of structured organic reaction records. Starting materials: Br, COC(=O)NN, CC(=O)c1ccccc1, CO, CO, O=C[O-], [Na+], O, O, O=S(=O)(O)O. Yields the product O=C(CO)c1ccccc1. Reaction SMILES: [Br:15].[C:20]([O:21][CH3:22])(=[O:23])[NH:24][NH2:25].[CH3:1][C:2](=[O:3])[c:4]1[cH:5][cH:6][cH:7][cH:8][cH:9]1.[CH3:27][OH:28].[CH3:30][OH:31].[CH:16]([O-:17])=[O:18].[Na+:19].[OH2:26].[OH2:29].[S:10]([OH:11])(=[O:12])(=[O:13])[OH:14]>>[CH2:1]([C:2](=[O:3])[c:4]1[cH:5][cH:6][cH:7][cH:8][cH:9]1)[OH:11].